From a dataset of the Open Reaction Database (ORD), a public repository of structured organic reaction records. describe an organic reaction: reactants, conditions, products, and yield Reactants: O(C1=CC=CC=C1)C1=NC=CC(=N1)N1CCN(CC1)C=O (2-Phenoxy-4-(4-formylpiperazino)pyrimidine). Run in CO (methanol), Cl (hydrochloric acid). Product: O(C1=CC=CC=C1)C1=NC=CC(=N1)N1CCNCC1 (2-phenoxy-4-piperazinopyrimidine). Isolated yield 64.0%. Reaction SMILES: [O:1]([C:8]1[N:13]=[C:12]([N:14]2[CH2:19][CH2:18][N:17](C=O)[CH2:16][CH2:15]2)[CH:11]=[CH:10][N:9]=1)[C:2]1[CH:7]=[CH:6][CH:5]=[CH:4][CH:3]=1>CO.Cl>[O:1]([C:8]1[N:13]=[C:12]([N:14]2[CH2:15][CH2:16][NH:17][CH2:18][CH2:19]2)[CH:11]=[CH:10][N:9]=1)[C:2]1[CH:7]=[CH:6][CH:5]=[CH:4][CH:3]=1. Procedure details: 2-Phenoxy-4-(4-formylpiperazino)pyrimidine (2.6 g) in methanol (27 ml) and 2 N hydrochloric acid (6.9 ml) was left at room temperature for 24 hours and then heated on a steam bath for 30 minutes. The solvent was evaporated in vacuo and the residue re-crystallized twice from isopropanol to give 2-phenoxy-4-piperazinopyrimidine (1.5 g) characterized spectroscopically, and used directly. Starting materials: [Na] (sodium), C(C1=CC=CC=C1)OC=1C(=NC=CC1)CCl (3-(benzyloxy)-2-(chloromethyl)pyridine), C[O-].[Na+] (sodium methoxide). Run in CO (methanol), CO (methanol), O (water). The product is C(C1=CC=CC=C1)OC=1C(=NC=CC1)COC (3-(Benzyloxy)-2-(methoxymethyl)pyridine). Yield: 97.0%. Reaction SMILES: [CH2:1]([O:8][C:9]1[C:10]([CH2:15]Cl)=[N:11][CH:12]=[CH:13][CH:14]=1)[C:2]1[CH:7]=[CH:6][CH:5]=[CH:4][CH:3]=1.[CH3:17][O-:18].[Na+].[Na]>CO.O>[CH2:1]([O:8][C:9]1[C:10]([CH2:15][O:18][CH3:17])=[N:11][CH:12]=[CH:13][CH:14]=1)[C:2]1[CH:7]=[CH:6][CH:5]=[CH:4][CH:3]=1 |f:1.2,^1:19|. Procedure details: The solution of 41 g (0.18 mol) of 3-(benzyloxy)-2-(chloromethyl)pyridine in 100 ml of methanol is added to the solution of sodium methoxide, prepared by adding 5.2 g (0.23 mol) of sodium to 150 ml of methanol. After refluxing for 3 hours under nitrogen, the solution is concentrated to dryness. The oil obtained is taken up in water and extracted with ethyl acetate. The organic solution is washed with a saturated aqueous solution of sodium chloride, dried over anhydrous sodium sulphate, and then ... The reactants are C1CCOC1, CC1(C)OCc2cc(C3CN(CCCCCCOCCCCc4cccc(S(N)(=O)=O)c4)C(=O)O3)ccc2O1. Product: CC1(C)OCc2cc(C(O)CNCCCCCCOCCCCc3cccc(S(N)(=O)=O)c3)ccc2O1. Reaction SMILES: [CH2:40]1[O:41][CH2:42][CH2:43][CH2:44]1.[CH3:1][C:2]1([CH3:39])[O:3][CH2:4][c:5]2[c:6]([cH:8][cH:9][c:10]([CH:12]3[CH2:13][N:14]([CH2:18][CH2:19][CH2:20][CH2:21][CH2:22][CH2:23][O:24][CH2:25][CH2:26][CH2:27][CH2:28][c:29]4[cH:30][c:31]([S:35](=[O:36])(=[O:37])[NH2:38])[cH:32][cH:33][cH:34]4)[C:15](=[O:17])[O:16]3)[cH:11]2)[O:7]1>>[CH3:1][C:2]1([CH3:39])[O:3][CH2:4][c:5]2[c:6]([cH:8][cH:9][c:10]([CH:12]([CH2:13][NH:14][CH2:18][CH2:19][CH2:20][CH2:21][CH2:22][CH2:23][O:24][CH2:25][CH2:26][CH2:27][CH2:28][c:29]3[cH:30][c:31]([S:35](=[O:36])(=[O:37])[NH2:38])[cH:32][cH:33][cH:34]3)[OH:16])[cH:11]2)[O:7]1. The reactants are [Al+3], C1CCOC1, CNC(=O)CC(c1ccccc1)c1c[nH]c2ncccc12, [H-], [H-], [H-], [H-], [Li+]. The product is CNCCC(c1ccccc1)c1c[nH]c2ncccc12. RXN SMILES: [Al+3:23].[CH2:28]1[O:29][CH2:30][CH2:31][CH2:32]1.[CH3:1][NH:2][C:3]([CH2:4][CH:5]([c:6]1[cH:7][nH:8][c:9]2[n:10][cH:11][cH:12][cH:13][c:14]12)[c:15]1[cH:16][cH:17][cH:18][cH:19][cH:20]1)=[O:21].[H-:22].[H-:25].[H-:26].[H-:27].[Li+:24]>>[CH3:1][NH:2][CH2:3][CH2:4][CH:5]([c:6]1[cH:7][nH:8][c:9]2[n:10][cH:11][cH:12][cH:13][c:14]12)[c:15]1[cH:16][cH:17][cH:18][cH:19][cH:20]1. Starting materials: C(C)(C)(C)OC(NC1CCC(CC1)CNC1=NC(=NC=C1[N+](=O)[O-])NCC1=C(C=CC=C1)SC1=C(C=CC=C1)N)=O ([4-({2-[2-(2-amino-phenylsulfanyl)-benzylamino]-5-nitro-pyrimidin-4-ylamino}-methyl)-cyclohexyl]-carbamic acid tert-butyl ester), C(=O)(C(F)(F)F)O (TFA), CO (MeOH), C(=O)(O)[O-].[Na+] (NaHCO3). Run in C(Cl)Cl (CH2Cl2). Run at time 2 hour. Product: N[C@@H]1CC[C@H](CC1)CNC1=NC(=NC=C1[N+](=O)[O-])NCC1=C(C=CC=C1)SC1=C(C=CC=C1)N (N4-[(trans-4-aminocyclohexyl)methyl]-N2-{2-[(2-aminophenyl)thio]benzyl}-5-nitropyrimidine-2,4-diamine). Reaction SMILES: C(OC(=O)[NH:7][CH:8]1[CH2:13][CH2:12][CH:11]([CH2:14][NH:15][C:16]2[C:21]([N+:22]([O-:24])=[O:23])=[CH:20][N:19]=[C:18]([NH:25][CH2:26][C:27]3[CH:32]=[CH:31][CH:30]=[CH:29][C:28]=3[S:33][C:34]3[CH:39]=[CH:38][CH:37]=[CH:36][C:35]=3[NH2:40])[N:17]=2)[CH2:10][CH2:9]1)(C)(C)C.C(O)(C(F)(F)F)=O.C([O-])(O)=O.[Na+].CO>C(Cl)Cl>[NH2:7][C@H:8]1[CH2:13][CH2:12][C@H:11]([CH2:14][NH:15][C:16]2[C:21]([N+:22]([O-:24])=[O:23])=[CH:20][N:19]=[C:18]([NH:25][CH2:26][C:27]3[CH:32]=[CH:31][CH:30]=[CH:29][C:28]=3[S:33][C:34]3[CH:39]=[CH:38][CH:37]=[CH:36][C:35]=3[NH2:40])[N:17]=2)[CH2:10][CH2:9]1 |f:2.3|. Reported procedure: To a solution of the above [4-({2-[2-(2-amino-phenylsulfanyl)-benzylamino]-5-nitro-pyrimidin-4-ylamino}-methyl)-cyclohexyl]-carbamic acid tert-butyl ester (35 mg, 0.06 mmol) in CH2Cl2 (10 mL) was added TFA (1.2 mL). The reaction mixture was stirred at room temperature for 2 h. The reaction mixture was then treated with saturated NaHCO3. During the work-up, some MeOH was added to solubilize the product in the organic phase. The organic phase was then dried over anhydrous Na2SO4 and concentrated i...